Dataset: the Open Reaction Database (ORD), a public repository of structured organic reaction records. Task: describe an organic reaction: reactants, conditions, products, and yield The reactants are CCN=C=NCCCN(C)C (WSC), N(=[N+]=[N-])C1=CC=C(C(=O)O)C=C1 (4-Azidobenzoic acid), C=1C=CC2=C(C1)N=NN2O (HOBt), C(C1=CC=CC=C1)N (benzylamine). Solvent: CN(C)C=O (DMF), C(C)#N (acetonitrile). Reaction conditions: time 3 hour. Yields the product N(=[N+]=[N-])C1=CC=C(C(=O)NCC2=CC=CC=C2)C=C1 (4-azido-N-benzylbenzamide). RXN SMILES: [N:1]([C:4]1[CH:12]=[CH:11][C:7]([C:8]([OH:10])=O)=[CH:6][CH:5]=1)=[N+:2]=[N-:3].C1C=CC2N(O)N=NC=2C=1.[CH2:23]([NH2:30])[C:24]1[CH:29]=[CH:28][CH:27]=[CH:26][CH:25]=1.CCN=C=NCCCN(C)C>C(#N)C.CN(C=O)C>[N:1]([C:4]1[CH:5]=[CH:6][C:7]([C:8]([NH:30][CH2:23][C:24]2[CH:29]=[CH:28][CH:27]=[CH:26][CH:25]=2)=[O:10])=[CH:11][CH:12]=1)=[N+:2]=[N-:3]. Reported procedure: 4-Azidobenzoic acid (858 mg, 5.15 mmol), HOBt (704 mg, 5.15 mmol, 1.0 eq.) and benzylamine (0.745 ml, 6.70 mmol, 1.3 eq.) were dissolved in acetonitrile (6 ml) and DMF (6 ml), WSC (1.21 g, 6.19 mmol, 1.2 eq.) was added, and the mixture was stirred at room temperature for 3 hr. The reaction mixture was concentrated, dissolved in ethyl acetate (50 ml), washed with 5% aqueous sodium hydrogen carbonate solution and saturated brine, dried over anhydrous sodium sulfate, and concentrated at 30° C. or b... The reactants are Cl.O (HCl H2O), COC(C1=C(N=C(C=C1C)C1=CC(=CC=C1)C(F)(F)F)OC)=O (2-methoxy-4-methyl-6-(3-trifluoromethyl-phenyl)-nicotinic acid methyl ester), COC(C1=C(N=C(C=C1C)C1=CC(=CC=C1)C(F)(F)F)OC)=O (2-methoxy-4-methyl-6-(3-trifluoromethyl-phenyl)-nicotinic acid methyl ester), [OH-].[Li+] (lithium hydroxide). Solvent: C1CCOC1.CO (THF MeOH). Conditions: time 8 hour. Yields the product COC1=C(C(=O)O)C(=CC(=N1)C1=CC(=CC=C1)C(F)(F)F)C (2-Methoxy-4-methyl-6-(3-trifluoromethyl-phenyl)-nicotinic acid). Yield: 77.1%. Reaction SMILES: C[O:2][C:3](=[O:23])[C:4]1[C:9]([CH3:10])=[CH:8][C:7]([C:11]2[CH:16]=[CH:15][CH:14]=[C:13]([C:17]([F:20])([F:19])[F:18])[CH:12]=2)=[N:6][C:5]=1[O:21][CH3:22].[OH-].[Li+].Cl.O>C1COCC1.CO>[CH3:22][O:21][C:5]1[N:6]=[C:7]([C:11]2[CH:16]=[CH:15][CH:14]=[C:13]([C:17]([F:20])([F:18])[F:19])[CH:12]=2)[CH:8]=[C:9]([CH3:10])[C:4]=1[C:3]([OH:23])=[O:2] |f:1.2,3.4,5.6|. Procedure: To a solution of 0.325 g (1.00 mmol) of 2-methoxy-4-methyl-6-(3-trifluoromethyl-phenyl)-nicotinic acid methyl ester (intermediate 5C) in 20 ml of THF/MeOH (1:1) was added 2.50 ml (2.50 mmol) of lithium hydroxide solution (1 molar in water) drop by drop and the reaction mixture was then heated up to reflux. After 8 hours, it was poured into crashed ice and acidified with HCl/H2O (1N) to pH 3.0 and then extracted twice with EtOAc; the organic phases were washed with water, dried over magnesium sul...